Dataset: the Open Reaction Database (ORD), a public repository of structured organic reaction records. Task: describe an organic reaction: reactants, conditions, products, and yield Starting materials: S(O)(O)(=O)=O (sulphuric acid), C(C)(C)OC1=CC=2N(C3=CC=CC(=C3SC2C=C1)S(N(C)C)(=O)=O)CCCN1CCC(CC1)CCO (2-isopropoxy-6-dimethylsulphamoyl-10-[3-(4-hydroxyethylpiperidino)propyl]-phenothiazine), [OH-].[Na+] (sodium hydroxide), ice. Solvent: C(Cl)(Cl)Cl (chloroform). Run at temperature 5 celsius, time 30 second. Yields the product OC1=CC=2N(C3=CC=CC(=C3SC2C=C1)S(N(C)C)(=O)=O)CCCN1CCC(CC1)CCO (2-Hydroxy-6-dimethylsulphamoyl-10-[3-(4-hydroxyethylpiperidino)propyl]phenothiazine). Yield: 38.8%. As a reaction SMILES: S(=O)(=O)(O)O.C([O:9][C:10]1[CH:23]=[CH:22][C:21]2[S:20][C:19]3[C:14](=[CH:15][CH:16]=[CH:17][C:18]=3[S:24](=[O:29])(=[O:28])[N:25]([CH3:27])[CH3:26])[N:13]([CH2:30][CH2:31][CH2:32][N:33]3[CH2:38][CH2:37][CH:36]([CH2:39][CH2:40][OH:41])[CH2:35][CH2:34]3)[C:12]=2[CH:11]=1)(C)C.[OH-].[Na+]>C(Cl)(Cl)Cl>[OH:9][C:10]1[CH:23]=[CH:22][C:21]2[S:20][C:19]3[C:14](=[CH:15][CH:16]=[CH:17][C:18]=3[S:24](=[O:28])(=[O:29])[N:25]([CH3:27])[CH3:26])[N:13]([CH2:30][CH2:31][CH2:32][N:33]3[CH2:38][CH2:37][CH:36]([CH2:39][CH2:40][OH:41])[CH2:35][CH2:34]3)[C:12]=2[CH:11]=1 |f:2.3|. Procedure: Concentrated sulphuric acid (109 g.) cooled to 5°C. is added over the course of 30 seconds to a solution, kept at 5°C, of 2-isopropoxy-6-dimethylsulphamoyl-10-[3-(4-hydroxyethylpiperidino)propyl]-phenothiazine (10.9 g.) in anhydrous chloroform (150 cc.). After stirring for 30 seconds at 5°C., the reaction mixture is poured onto crushed ice (150 g.). The pH of the solution is brought to 7.5 by addition of sodium hydroxide solution (d = 1.33), whilst cooling, and extraction is effected using chlor... Starting materials: NC[C@H]1CN(C(O1)=O)C1=CC(=C(C(=C1)F)C=1CCN(CC1)CC1=CC=CC=C1)F ((5S)-5-(Aminomethyl)-3-[4-(1-benzyl-1,2,3,6-tetrahydropyridin-4-yl)-3,5-diflurophenyl]-1,3-oxazolidin-2-one), N(=[N+]=[N-])C[C@H]1CN(C(O1)=O)C1=CC(=C(C=C1)C=1CCN(CC1)CC1=CC=CC=C1)F ((5R)-5-(azidomethyl)-3-[4-(1-benzyl-1,2,3,6-tetrahydropyridin-4-yl)-3-fluorophenyl]-1,3-oxazolidin-2-one). Product: NC[C@H]1CN(C(O1)=O)C1=CC(=C(C=C1)C=1CCN(CC1)CC1=CC=CC=C1)F ((5S)-5-(Aminomethyl)-3-[4-(1-Benzyl-1,2,3,6-tetrahydropyridin-4-yl)-3-fluorophenyl]oxazolidin-2-one). As a reaction SMILES: [NH2:1][CH2:2][C@@H:3]1[O:7][C:6](=[O:8])[N:5]([C:9]2[CH:14]=[C:13](F)[C:12]([C:16]3[CH2:17][CH2:18][N:19]([CH2:22][C:23]4[CH:28]=[CH:27][CH:26]=[CH:25][CH:24]=4)[CH2:20][CH:21]=3)=[C:11]([F:29])[CH:10]=2)[CH2:4]1.N(C[C@@H]1OC(=O)N(C2C=CC(C3CCN(CC4C=CC=CC=4)CC=3)=C(F)C=2)C1)=[N+]=[N-]>>[NH2:1][CH2:2][C@@H:3]1[O:7][C:6](=[O:8])[N:5]([C:9]2[CH:14]=[CH:13][C:12]([C:16]3[CH2:17][CH2:18][N:19]([CH2:22][C:23]4[CH:28]=[CH:27][CH:26]=[CH:25][CH:24]=4)[CH2:20][CH:21]=3)=[C:11]([F:29])[CH:10]=2)[CH2:4]1. Procedure details: The procedure was identical to that used for Intermediate 54, except (5R)-5-(azidomethyl)-3-[4-(1-benzyl-1,2,3,6-tetrahydropyridin-4-yl)-3-fluorophenyl]-1,3-oxazolidin-2-one (WO 0181350 A1) (21.19 g, 52.00 mmol) was used as starting material. 13 g of the title product was obtained. The reactants are C(=O)(O)[O-].[Na+] (NaHCO3), C(C)(=O)O[BH-](OC(C)=O)OC(C)=O.[Na+] (Sodium triacetoxyborohydride), NC1CCC2=CC(=CC=C12)CC=1C=C(C=C(C1)C(F)(F)F)CO ((3-((1-amino-2,3-dihydro-1H-inden-5-yl)methyl)-5-(trifluoromethyl)phenyl)methanol), FC(C=1C(=NC=CC1)C=O)(F)F (3-trifluoromethyl-2-formylpyridine). Run in C(Cl)Cl (DCM). Product: FC(C=1C=C(C=C(C1)CC=1C=C2CCC(C2=CC1)NCC1=NC=CC=C1C(F)(F)F)CO)(F)F ((3-(trifluoromethyl)-5-((1-((3-(trifluoromethyl)pyridin-2-yl)methylamino)-2,3-dihydro-1H-inden-5-yl)methyl)phenyl)methanol). Yield: 45.7%. RXN SMILES: C(O[BH-](OC(=O)C)OC(=O)C)(=O)C.[Na+].[NH2:15][CH:16]1[C:24]2[C:19](=[CH:20][C:21]([CH2:25][C:26]3[CH:27]=[C:28]([CH2:36][OH:37])[CH:29]=[C:30]([C:32]([F:35])([F:34])[F:33])[CH:31]=3)=[CH:22][CH:23]=2)[CH2:18][CH2:17]1.[F:38][C:39]([F:49])([F:48])[C:40]1[C:41]([CH:46]=O)=[N:42][CH:43]=[CH:44][CH:45]=1.C([O-])(O)=O.[Na+]>C(Cl)Cl>[F:35][C:32]([F:33])([F:34])[C:30]1[CH:29]=[C:28]([CH2:36][OH:37])[CH:27]=[C:26]([CH2:25][C:21]2[CH:20]=[C:19]3[C:24](=[CH:23][CH:22]=2)[CH:16]([NH:15][CH2:46][C:41]2[C:40]([C:39]([F:48])([F:38])[F:49])=[CH:45][CH:44]=[CH:43][N:42]=2)[CH2:17][CH2:18]3)[CH:31]=1 |f:0.1,4.5|. Procedure details: Sodium triacetoxyborohydride (40 mg, 0.19 mmol) was added to a solution of (3-((1-amino-2,3-dihydro-1H-inden-5-yl)methyl)-5-(trifluoromethyl)phenyl)methanol (30 mg, 0.093) and 3-trifluoromethyl-2-formylpyridine (15 mg, 0.086 mmol) in DCM (1 mL). The reaction was stirred at rt for 24 h before aq. sat. NaHCO3 (2 mL) was added to the mixture was filtered over a phase separator. The organic filtrate was evaporated to dryness in a Genevac. The crude material was purified by prep. LCMS to afford the t... Starting materials: [OH-].[Na+] (sodium hydroxide), ClC1=C(C(=O)OC)C=C(C=C1)NC(=O)C1=C(C(=NN1C)C(C(F)(F)F)(F)F)C(F)(F)F (methyl 2-chloro-5-({[1-methyl-3-(pentafluoroethyl)-4-(trifluoromethyl)-1H-pyrazol-5-yl]carbonyl}amino)benzoate), Cl (hydrochloric acid). Solvent: CO (methanol). Reaction conditions: time 16 hour. Yields the product ClC1=C(C=C(C=C1)NC(=O)C1=C(C(=NN1C)C(C(F)(F)F)(F)F)C(F)(F)F)C(=O)O (2-Chloro-5-({[1-methyl-3-(pentafluoroethyl)-4-(trifluoromethyl)-1H-pyrazol-5-yl]carbonyl}amino)benzenecarboxylic acid). As a reaction SMILES: [Cl:1][C:2]1[CH:11]=[CH:10][C:9]([NH:12][C:13]([C:15]2[N:19]([CH3:20])[N:18]=[C:17]([C:21]([F:27])([F:26])[C:22]([F:25])([F:24])[F:23])[C:16]=2[C:28]([F:31])([F:30])[F:29])=[O:14])=[CH:8][C:3]=1[C:4]([O:6]C)=[O:5].[OH-].[Na+].Cl>CO>[Cl:1][C:2]1[CH:11]=[CH:10][C:9]([NH:12][C:13]([C:15]2[N:19]([CH3:20])[N:18]=[C:17]([C:21]([F:27])([F:26])[C:22]([F:25])([F:23])[F:24])[C:16]=2[C:28]([F:29])([F:30])[F:31])=[O:14])=[CH:8][C:3]=1[C:4]([OH:6])=[O:5] |f:1.2|. Procedure: 5.75 g (11.9 mmol) of methyl 2-chloro-5-({[1-methyl-3-(pentafluoroethyl)-4-(trifluoromethyl)-1H-pyrazol-5-yl]carbonyl}amino)benzoate are dissolved in 30 ml of methanol p.A., and 15.0 ml (30.0 mmol) of 2 N aqueous sodium hydroxide solution are then added. The reaction mixture is stirred at room temperature for 16 hours. The reaction solution is acidified carefully with 6 N hydrochloric acid, and the aqueous phase is then extracted three times with ethyl acetate. The combined organic phases are wa... Reactants: CC(N(C(=O)[O-])C(C)(C)C)C1(O)CN(C(=O)c2ccc(F)c(F)c2Nc2ccc(I)cc2F)C1, CO, Cl. Product: Cl, CC(N)C1(O)CN(C(=O)c2ccc(F)c(F)c2Nc2ccc(I)cc2F)C1. RXN SMILES: [CH3:1][C:2]([N:5]([C:3](=[O:4])[O-:6])[CH:9]([CH3:10])[C:11]1([OH:34])[CH2:12][N:13]([C:15](=[O:16])[c:17]2[c:18]([NH:25][c:26]3[c:27]([F:33])[cH:28][c:29]([I:32])[cH:30][cH:31]3)[c:19]([F:24])[c:20]([F:23])[cH:21][cH:22]2)[CH2:14]1)([CH3:7])[CH3:8].[CH3:36][OH:37].[ClH:35]>>[ClH:35].[NH2:5][CH:9]([CH3:10])[C:11]1([OH:34])[CH2:12][N:13]([C:15](=[O:16])[c:17]2[c:18]([NH:25][c:26]3[c:27]([F:33])[cH:28][c:29]([I:32])[cH:30][cH:31]3)[c:19]([F:24])[c:20]([F:23])[cH:21][cH:22]2)[CH2:14]1.